Dataset: the Open Reaction Database (ORD), a public repository of structured organic reaction records. Task: describe an organic reaction: reactants, conditions, products, and yield The reactants are [N+](=O)([O-])C1=CC=C(C=C1)OC(=O)N1C(OCC1C1=CC(=C(C=C1)F)F)=O (4-(3,4-difluoro-phenyl)-2-oxo-oxazolidine-3-carboxylic acid 4-nitrophenyl ester), C1(=CC=CC=C1)C1(CCC(CC1)N1CCNCC1)C#N (1-phenyl-4-piperazin-1-yl-cyclohexanecarbonitrile), CCCCCC.CCOC(=O)C (Hexane EtOAc). The solvent is C1CCOC1 (THF). Conditions: temperature 25 celsius, time 12 hour. The product is FC=1C=C(C=CC1F)C1N(C(OC1)=O)C(=O)N1CCN(CC1)C1CCC(CC1)(C#N)C1=CC=CC=C1 (4-{4-[4-(3,4-Difluoro-phenyl)-2-oxo-oxazolidine-3-carbonyl]-piperazin-1-yl}-1-phenyl-cyclohexanecarbonitrile). The yield is 51.0%. RXN SMILES: [N+](C1C=CC(O[C:11]([N:13]2[CH:17]([C:18]3[CH:23]=[CH:22][C:21]([F:24])=[C:20]([F:25])[CH:19]=3)[CH2:16][O:15][C:14]2=[O:26])=[O:12])=CC=1)([O-])=O.[C:27]1([C:33]2([C:45]#[N:46])[CH2:38][CH2:37][CH:36]([N:39]3[CH2:44][CH2:43][NH:42][CH2:41][CH2:40]3)[CH2:35][CH2:34]2)[CH:32]=[CH:31][CH:30]=[CH:29][CH:28]=1.CCCCCC.CCOC(C)=O>C1COCC1>[F:25][C:20]1[CH:19]=[C:18]([CH:17]2[CH2:16][O:15][C:14](=[O:26])[N:13]2[C:11]([N:42]2[CH2:41][CH2:40][N:39]([CH:36]3[CH2:37][CH2:38][C:33]([C:27]4[CH:28]=[CH:29][CH:30]=[CH:31][CH:32]=4)([C:45]#[N:46])[CH2:34][CH2:35]3)[CH2:44][CH2:43]2)=[O:12])[CH:23]=[CH:22][C:21]=1[F:24] |f:2.3|. Reported procedure: To a solution of 4-(3,4-difluoro-phenyl)-2-oxo-oxazolidine-3-carboxylic acid 4-nitrophenyl ester (80 mg, 0.21 mmol) in 5 ml of THF was added 1-phenyl-4-piperazin-1-yl-cyclohexanecarbonitrile (80 mg, 0.29 mmol) in a portion and the resulting solution was stirred for 12 h at 25° C. Reaction mixture was concentrated in vacuo yielding a yellow oil, which was subjected to column chromatography (50% Hexane/EtOAc) to provide 53 mg (51%) of the desired product as a colorless oil. The product obtained wa... Starting materials: C(C1=CC=CC=C1)N1C(C(CC1)(CC=O)CC1=CC=C(C=C1)C(F)(F)F)=O (1-benzyl-3-(4-trifluoromethyl-phenylmethyl)-3-(2-oxo-ethyl)-2-oxo-pyrrolidine), C(#N)[BH3-].[Na+] (sodium cyanoborohydride), [NH4+].[Cl-] (NH4Cl), FC(C(=O)O)(F)F.FC1=CC=C(CN2C(=NC3=C2C=CC=C3)C(=O)N3CCCCC3)C=C1 ([1-(4-fluoro-benzyl)-1H-benzoimidazole-2-carbonyl]-piperidine trifluoroacetic acid salt), C(CC(O)(C(=O)O)CC(=O)O)(=O)O (citric acid). Solvent: CO (methanol). Run at temperature 2.5 celsius. Product: C(C1=CC=CC=C1)N1C(C(CC1)(CC1=CC=C(C=C1)C(F)(F)F)CCN1CCC(CC1)C(=O)C1=NC2=C(N1CC1=CC=C(C=C1)F)C=CC=C2)=O (1-Benzyl-3-[2-[4-[1-(4-fluoro-benzyl)-1H-benzoimidazole-2-carbonyl]-piperidin-1-yl]-ethyl]-3-(4-trifluoromethyl-phenylmethyl)-2-oxo-pyrrolidine). Reaction SMILES: [CH2:1]([N:8]1[CH2:12][CH2:11][C:10]([CH2:16][C:17]2[CH:22]=[CH:21][C:20]([C:23]([F:26])([F:25])[F:24])=[CH:19][CH:18]=2)([CH2:13][CH:14]=O)[C:9]1=[O:27])[C:2]1[CH:7]=[CH:6][CH:5]=[CH:4][CH:3]=1.FC(F)(F)C(O)=O.[F:35][C:36]1[CH:59]=[CH:58][C:39]([CH2:40][N:41]2[C:45]3[CH:46]=[CH:47][CH:48]=[CH:49][C:44]=3[N:43]=[C:42]2[C:50](N2CCCCC2)=[O:51])=[CH:38][CH:37]=1.[C:60](O)(=O)[CH2:61][C:62]([CH2:67][C:68](O)=O)(C(O)=O)O.C([BH3-])#[N:74].[Na+].[NH4+].[Cl-]>CO>[CH2:1]([N:8]1[CH2:12][CH2:11][C:10]([CH2:13][CH2:14][N:74]2[CH2:68][CH2:67][CH:62]([C:50]([C:42]3[N:41]([CH2:40][C:39]4[CH:58]=[CH:59][C:36]([F:35])=[CH:37][CH:38]=4)[C:45]4[CH:46]=[CH:47][CH:48]=[CH:49][C:44]=4[N:43]=3)=[O:51])[CH2:61][CH2:60]2)([CH2:16][C:17]2[CH:18]=[CH:19][C:20]([C:23]([F:25])([F:26])[F:24])=[CH:21][CH:22]=2)[C:9]1=[O:27])[C:2]1[CH:3]=[CH:4][CH:5]=[CH:6][CH:7]=1 |f:1.2,4.5,6.7|. Procedure: Combine 1-benzyl-3-(4-trifluoromethyl-phenylmethyl)-3-(2-oxo-ethyl)-2-oxo-pyrrolidine (1.70 g, 4.15 mmol) and [1-(4-fluoro-benzyl)-1H-benzoimidazole-2-carbonyl]-piperidine trifluoroacetic acid salt (1.40 g, 3.11 mmol) in methanol (30 mL). Stir in freshly crushed 3 Å sieves. Cool the reaction mixture to 0-5° C. and add citric acid until pH=5. Add sodium cyanoborohydride (393 mg, 5.60 mmol) in portions. Stir overnight, allowing the reaction mixture to warm to room temperature. Pour solution into s... The reactants are ClC1=NC=C(C(=N1)Cl)C(C)=O (1-(2,4-dichloro-pyrimidin-5-yl)-ethanone), C1CCCCC1 (cyclohexane), C(O)([O-])=O.[Na+] (sodium hydrogen carbonate), C(C)(C)N (isopropylamine). Run in C1CCOC1 (THF). Product: ClC1=NC=C(C(=N1)NC(C)C)C(C)=O (1-(2-chloro-4-isopropylaminopyrimidin-5-yl)-ethanone). RXN SMILES: [Cl:1][C:2]1[N:7]=[C:6](Cl)[C:5]([C:9](=[O:11])[CH3:10])=[CH:4][N:3]=1.C(=O)([O-])O.[Na+].[CH:17]([NH2:20])([CH3:19])[CH3:18].C1CCCCC1>C1COCC1>[Cl:1][C:2]1[N:7]=[C:6]([NH:20][CH:17]([CH3:19])[CH3:18])[C:5]([C:9](=[O:11])[CH3:10])=[CH:4][N:3]=1 |f:1.2|. Procedure details: 1-(2,4-dichloro-pyrimidin-5-yl)-ethanone (10 g, 0.052 mol), sodium hydrogen carbonate (19.35 g, 0.058 mol) and isopropylamine (5 mL, 0.058 mol) are taken up in 35 mL THF and 200 mL cyclohexane and stirred for 2 h at 20° C. The reaction solution is filtered through silica gel, the solvent is eliminated in vacuo and 1-(2-chloro-4-isopropylaminopyrimidin-5-yl)-ethanone (HPLC-MS: tRet.=1.73 min, MS(M+H)+=214/216; method FECB3) is obtained. The solvent is C1CCOC1 (THF), C1CCOC1 (THF). Reaction conditions: temperature -78 celsius, time 1 hour. Reaction SMILES: [CH3:1][C:2]1[C:6]([C:7]([OH:9])=[O:8])=[CH:5][S:4][N:3]=1.C([Li])CCC.[I:15]I.Cl>C1COCC1>[I:15][C:5]1[S:4][N:3]=[C:2]([CH3:1])[C:6]=1[C:7]([OH:9])=[O:8]. Procedure: To a solution of 3-methylisothiazole-4-carboxylic acid (C-4) (3.9 g, 27.3 mmol) in anhydrous THF (150 mL) at −78° C. under argon, n-butyl lithium solution (27.3 mL, 68.3 mmol) is added dropwise and the resulting mixture is stirred at −78° C. for 1 h. To this mixture, a solution of iodine (13.9 g, 54.6 mmol) in THF (50 mL) is added slowly and the resulting mixture is stirred at RT for 1 h. The mixture is acidified with concentrated HCl to adjust the pH to 3-4, and then extracted with ethyl acetat... Yields the product IC1=C(C(=NS1)C)C(=O)O (5-iodo-3-methylisothiazole-4-carboxylic acid). The reactants are CC1=NSC=C1C(=O)O (3-methylisothiazole-4-carboxylic acid), C(CCC)[Li] (n-butyl lithium), II (iodine), Cl (HCl).